From a dataset of the Open Reaction Database (ORD), a public repository of structured organic reaction records. describe an organic reaction: reactants, conditions, products, and yield Yields the product NC1=CC=C(C(=O)C2=C(C=C(C=C2)C)C)C=C1 (4-amino-2',4'-dimethylbenzophenone). Procedure details: The 4-nitro-2',4'-dimethylbenzophenone obtained in b) was mixed with 900 ml of isobutanol and 3.5 g of activated nickel powder and hydrogenated under a slight superatmospheric pressure (1.25 bar) of hydrogen at 50°-60° C. to give 4-amino-2',4'-dimethylbenzophenone. The catalyst was filtered off and then the organic solvent was distilled off to recover it, and water at 95° C. was added to the residue at 100°-110° C. and the mixture was stirred until room temperature was reached. 4-Amino-2',4'-dim... The reactants are [N+](=O)([O-])C1=CC=C(C(=O)C2=C(C=C(C=C2)C)C)C=C1 (4-nitro-2',4'-dimethylbenzophenone), [H][H] (hydrogen). Reagents/catalysts: [Ni] (nickel). As a reaction SMILES: [N+:1]([C:4]1[CH:19]=[CH:18][C:7]([C:8]([C:10]2[CH:15]=[CH:14][C:13]([CH3:16])=[CH:12][C:11]=2[CH3:17])=[O:9])=[CH:6][CH:5]=1)([O-])=O.[H][H]>[Ni].C(O)C(C)C>[NH2:1][C:4]1[CH:5]=[CH:6][C:7]([C:8]([C:10]2[CH:15]=[CH:14][C:13]([CH3:16])=[CH:12][C:11]=2[CH3:17])=[O:9])=[CH:18][CH:19]=1. Solvent: C(C(C)C)O (isobutanol). The reactants are O=C1CCN(Cc2ccccc2)CC1, CCO, CO[NH3+], [Cl-], c1ccncc1. Product: CON=C1CCN(Cc2ccccc2)CC1. RXN SMILES: [CH2:1]([c:2]1[cH:3][cH:4][cH:5][cH:6][cH:7]1)[N:8]1[CH2:9][CH2:10][C:11](=[O:14])[CH2:12][CH2:13]1.[CH2:25]([OH:26])[CH3:27].[CH3:16][O:17][NH3+:18].[Cl-:15].[n:19]1[cH:20][cH:21][cH:22][cH:23][cH:24]1>>[CH2:1]([c:2]1[cH:3][cH:4][cH:5][cH:6][cH:7]1)[N:8]1[CH2:9][CH2:10][C:11](=[N:18][O:17][CH3:16])[CH2:12][CH2:13]1. The reactants are FC(C1=CC(=CC=C1)C(F)(F)F)(F)F (1,3-bis(trifluoromethyl)benzene), C(C)(C)[N-]C(C)C.[Li+] (lithium diisopropylamide), CN(C=O)C (N,N-dimethylformamide). Run in O1CCCC1 (tetrahydrofuran). Reaction conditions: time 30 minute. Yields the product FC(C1=C(C=O)C=CC(=C1)C(F)(F)F)(F)F (2,4-Bis(trifluoromethyl)-benzaldehyde). As a reaction SMILES: C([N-]C(C)C)(C)C.[Li+].[F:9][C:10]([F:22])([F:21])[C:11]1[CH:16]=[CH:15][CH:14]=[C:13]([C:17]([F:20])([F:19])[F:18])[CH:12]=1.CN(C)[CH:25]=[O:26]>O1CCCC1>[F:9][C:10]([F:21])([F:22])[C:11]1[CH:12]=[C:13]([C:17]([F:18])([F:19])[F:20])[CH:14]=[CH:15][C:16]=1[CH:25]=[O:26] |f:0.1|. Reported procedure: A solution of 100 ml (0.21 mol) of lithium diisopropylamide in tetrahydrofuran is cooled under argon to -70° and at this temperature there are added dropwise thereto while stirring 31 ml (0.2 mol) of 1,3-bis(trifluoromethyl)benzene. The resulting dark red, viscous suspension is stirred at -70° for a further 30 minutes and then 31 ml (0.4 mol) of N,N-dimethylformamide are allowed to flow in rapidly. The internal temperature rises to -20° as a consequence of the exothermic reaction in spite of con... Starting materials: FCC(C#N)(CCCOC)N1C(C=2C(C1=O)=CC=CC2)=O (2-Fluoromethyl-2-phthalimido-5-methoxy-valeronitrile), C[Si](C)(C)I (trimethylsilyl iodide). Solvent: C(Cl)(Cl)Cl (chloroform). Yields the product FCC(C#N)(CCCI)N1C(C=2C(C1=O)=CC=CC2)=O (2-fluoromethyl-2-phthalimido-5-iodo-valeronitrile). RXN SMILES: [F:1][CH2:2][C:3]([N:11]1[C:15](=[O:16])[C:14]2=[CH:17][CH:18]=[CH:19][CH:20]=[C:13]2[C:12]1=[O:21])([CH2:6][CH2:7][CH2:8]OC)[C:4]#[N:5].C[Si]([I:26])(C)C>C(Cl)(Cl)Cl>[F:1][CH2:2][C:3]([N:11]1[C:15](=[O:16])[C:14]2=[CH:17][CH:18]=[CH:19][CH:20]=[C:13]2[C:12]1=[O:21])([CH2:6][CH2:7][CH2:8][I:26])[C:4]#[N:5]. Procedure: 2-Fluoromethyl-2-phthalimido-5-methoxy-valeronitrile (1.20 g, 4.14 mmol), trimethylsilyl iodide (3.2 g, 16 mmol) and chloroform (15 mL) are heated to 60° C. under nitrogen for 48 hours. After removal of the solvent, the residue is dissolved in chloroform, washed with water, sodium thiosulfate solution and water again, dried and evaporated to give the crude product as an oil (1.2 g). This is purified by chromatography on silica (ethyl acetate/petroleum ether 1:3) to give pure 2-fluoromethyl-2-pht... Procedure details: A suspension of 3′-methyl-[1,1′-biphenyl]-4-carboxylic acid of Step B (0.50 g, 2.36 mmol) in thionyl chloride (3 mL) was heated at reflux for 30 minutes. After cooling, the thionyl chloride was removed in vacuo. The residue was dissolved in toluene and concentrated in vacuo to give the crude acid chloride as a yellow oil. The acid chloride was then dissolved in dichloromethane (5 mL) and slowly added to a solution of the 10,11-dihydro-5H-pyrrolo [2,1-c][1,4]benzodiazepine (0.65 g, 3.53 mmol) and... Run in ClCCl (dichloromethane), ClCCl (dichloromethane), S(=O)(Cl)Cl (thionyl chloride). RXN SMILES: [CH3:1][C:2]1[CH:3]=[C:4]([C:8]2[CH:13]=[CH:12][C:11]([C:14]([OH:16])=O)=[CH:10][CH:9]=2)[CH:5]=[CH:6][CH:7]=1.[CH:17]1[CH:18]=[CH:19][N:20]2[CH2:26][C:25]3[CH:27]=[CH:28][CH:29]=[CH:30][C:24]=3[NH:23][CH2:22][C:21]=12.C(N(CC)C(C)C)(C)C>S(Cl)(Cl)=O.ClCCl>[CH:17]1[CH:18]=[CH:19][N:20]2[CH2:26][C:25]3[CH:27]=[CH:28][CH:29]=[CH:30][C:24]=3[N:23]([C:14]([C:11]3[CH:10]=[CH:9][C:8]([C:4]4[CH:5]=[CH:6][CH:7]=[C:2]([CH3:1])[CH:3]=4)=[CH:13][CH:12]=3)=[O:16])[CH2:22][C:21]=12. The reactants are acid chloride, C=1C=CN2C1CNC1=C(C2)C=CC=C1 (10,11-dihydro-5H-pyrrolo [2,1-c][1,4]benzodiazepine), C(C)(C)N(C(C)C)CC (N,N-diisopropylethyl amine), CC=1C=C(C=CC1)C1=CC=C(C=C1)C(=O)O (3′-Methyl-[1,1′-biphenyl]-4-carboxylic Acid). Isolated yield 82.9%. Run at time 2 hour. The product is C=1C=CN2C1CN(C1=C(C2)C=CC=C1)C(=O)C1=CC=C(C=C1)C1=CC(=CC=C1)C ((10,11-Dihydro-5H-pyrrolo[2,1-c][1,4]benzodiazepin-10-yl)-(3′-methyl-[1,1′-biphenyl]-4-yl)-methanone). Reactants: product 1d, CC(CCN1N=C(N=C1C)C1=CC=C(C=C1)C(F)(F)F)(C)NC(OC(C)(C)C)=O (tert-butyl {1,1-dimethyl-3-[5-methyl-3-(4-trifluoromethyl-phenyl)-[1,2,4]triazol-1-yl]-propyl}-carbamate), FC(C(=O)[O-])(F)F (trifluoroacetate). The product is CC(CCN1N=C(N=C1C)C1=CC=C(C=C1)C(F)(F)F)(C)N (1,1-dimethyl-3-[5-methyl-3-(4-trifluoromethyl-phenyl)-[1,2,4]triazol-1-yl]-propylamine). As a reaction SMILES: [CH3:1][C:2]([NH:22]C(=O)OC(C)(C)C)([CH3:21])[CH2:3][CH2:4][N:5]1[C:9]([CH3:10])=[N:8][C:7]([C:11]2[CH:16]=[CH:15][C:14]([C:17]([F:20])([F:19])[F:18])=[CH:13][CH:12]=2)=[N:6]1.FC(F)(F)C([O-])=O>>[CH3:21][C:2]([NH2:22])([CH3:1])[CH2:3][CH2:4][N:5]1[C:9]([CH3:10])=[N:8][C:7]([C:11]2[CH:16]=[CH:15][C:14]([C:17]([F:20])([F:19])[F:18])=[CH:13][CH:12]=2)=[N:6]1. Procedure: Prepared according to the method described for intermediate product 1d) from tert-butyl {1,1-dimethyl-3-[5-methyl-3-(4-trifluoromethyl-phenyl)-[1,2,4]triazol-1-yl]-propyl}-carbamate. White solid. Yield: 4.72 g (trifluoroacetate); mass spectroscopy [M+H]+=313. Reactants: C1CCOC1, COc1cccc(CC2CCCCCCC2=O)c1, CCOC(C)=O, [Li]CCCC, O, c1ccc(-c2ncoc2-c2ccccc2)cc1. Product: COc1cccc(CC2CCCCCCC2(O)c2nc(-c3ccccc3)c(-c3ccccc3)o2)c1. RXN SMILES: [CH2:47]1[O:48][CH2:49][CH2:50][CH2:51]1.[CH3:23][O:24][c:25]1[cH:26][c:27]([CH2:28][CH:29]2[C:30](=[O:37])[CH2:31][CH2:32][CH2:33][CH2:34][CH2:35][CH2:36]2)[cH:38][cH:39][cH:40]1.[CH3:41][CH2:42][O:43][C:44](=[O:45])[CH3:46].[Li:18][CH2:19][CH2:20][CH2:21][CH3:22].[OH2:52].[c:1]1(-[c:7]2[n:8][cH:9][o:10][c:11]2-[c:12]2[cH:13][cH:14][cH:15][cH:16][cH:17]2)[cH:2][cH:3][cH:4][cH:5][cH:6]1>>[c:1]1(-[c:7]2[n:8][c:9]([C:30]3([OH:37])[CH:29]([CH2:28][c:27]4[cH:26][c:25]([O:24][CH3:23])[cH:40][cH:39][cH:38]4)[CH2:36][CH2:35][CH2:34][CH2:33][CH2:32][CH2:31]3)[o:10][c:11]2-[c:12]2[cH:13][cH:14][cH:15][cH:16][cH:17]2)[cH:2][cH:3][cH:4][cH:5][cH:6]1.